Task: describe an organic reaction: reactants, conditions, products, and yield. Dataset: the Open Reaction Database (ORD), a public repository of structured organic reaction records Isolated yield 99.0%. Product: C(C)OC(CC(CSC1=CC(=CC=C1)OC)=O)=O (4-(3-methoxy-phenylsulfanyl)-3-oxo-butyric acid ethyl ester). Reactants: COC=1C=C(C=CC1)S (3-methoxy-benzenethiol), C([O-])([O-])=O.[K+].[K+] (potassium carbonate), C(CCC)(=O)O (butanoic acid), ethyl ester, C(C)#N (acetonitrile). Procedure details: To a solution of 3-methoxy-benzenethiol (5.75 g, 41.0 mmol) and potassium carbonate (11.45 g, 82.02 mmol) in acetonitrile (150 mL) is added butanoic acid, 4-chloro-3-oxo-, ethyl ester (6.12 mL, 45.11 mmol) at 0° C. The mixture is stirred at room temperature for 2 hours and filtered through a pad of Celite®. The filtrate is concentrated and purified by silica gel chromatography with 25-30% EtOAc/Hexanes to provide 4-(3-methoxy-phenylsulfanyl)-3-oxo-butyric acid ethyl ester (10.9 g, 99%) ES/MS m/e... Conditions: time 2 hour. Reaction SMILES: [CH3:1][O:2][C:3]1[CH:4]=[C:5]([SH:9])[CH:6]=[CH:7][CH:8]=1.C(=O)([O-])[O-:11].[K+].[K+].[C:16]([OH:21])(=[O:20])[CH2:17][CH2:18][CH3:19].[C:22](#N)[CH3:23]>>[CH2:22]([O:20][C:16](=[O:21])[CH2:17][C:18](=[O:11])[CH2:19][S:9][C:5]1[CH:6]=[CH:7][CH:8]=[C:3]([O:2][CH3:1])[CH:4]=1)[CH3:23] |f:1.2.3|. Reactants: C(C)(C)(C)NC=1C(=NC2=CC=C(C(=C2N1)C(C)=O)F)C (1-(3-(tert-butylamino)-6-fluoro-2-methylquinoxalin-5-yl)ethanone), BrC=1C(=CC=C2N=C(C(=NC12)NC1(CC1)C)C)F (8-bromo-7-fluoro-3-methyl-N-(1-methylcyclopropyl)quinoxalin-2-amine). Procedure: 1-(6-Fluoro-2-methyl-3-((1-methylcyclopropyl)amino)quinoxalin-5-yl)ethanone (610b) (740 mg, 60% yield) as a light yellow solid was prepared according to the procedure described for Intermediate 605b, using 8-bromo-7-fluoro-3-methyl-N-(1-methylcyclopropyl)quinoxalin-2-amine (610a) (1.39 g, 4.49 mmol) as the starting material. m/z (ESI, +ve ion) 274.2 (M+H)+. Isolated yield 60.0%. Reaction SMILES: [C:1]([NH:5][C:6]1[C:7]([CH3:20])=[N:8][C:9]2[C:14]([N:15]=1)=[C:13]([C:16](=[O:18])[CH3:17])[C:12]([F:19])=[CH:11][CH:10]=2)([CH3:4])([CH3:3])[CH3:2].BrC1C(F)=CC=C2C=1N=C(NC1(C)CC1)C(C)=N2>>[F:19][C:12]1[C:13]([C:16](=[O:18])[CH3:17])=[C:14]2[C:9](=[CH:10][CH:11]=1)[N:8]=[C:7]([CH3:20])[C:6]([NH:5][C:1]1([CH3:4])[CH2:3][CH2:2]1)=[N:15]2. The product is FC=1C(=C2N=C(C(=NC2=CC1)C)NC1(CC1)C)C(C)=O (1-(6-Fluoro-2-methyl-3-((1-methylcyclopropyl)amino)quinoxalin-5-yl)ethanone). Starting materials: FC(C1=CC=C(OC2=C(C=CC=C2)NS(=O)(=O)C2=CC=C(C(=O)O)C=C2)C=C1)(F)F (4-[2-(4-trifluoromethyl-phenoxy)-phenylsulfamoyl]-benzoic acid), Cl.C(C)OC(CN)=O (glycine ethyl ester hydrochloride). Procedure: The title compound was prepared from 4-[2-(4-trifluoromethyl-phenoxy)-phenylsulfamoyl]-benzoic acid and glycine ethyl ester hydrochloride according to the method described in Example 1.1/d. Product: C(C)OC(CNC(C1=CC=C(C=C1)S(NC1=C(C=CC=C1)OC1=CC=C(C=C1)C(F)(F)F)(=O)=O)=O)=O ({4-[2-(4-Trifluormethyl-phenoxy)-phenylsulfamoyl]-benzoylamino}-acetic acid ethyl ester). As a reaction SMILES: [F:1][C:2]([F:30])([F:29])[C:3]1[CH:28]=[CH:27][C:6]([O:7][C:8]2[CH:13]=[CH:12][CH:11]=[CH:10][C:9]=2[NH:14][S:15]([C:18]2[CH:26]=[CH:25][C:21]([C:22](O)=[O:23])=[CH:20][CH:19]=2)(=[O:17])=[O:16])=[CH:5][CH:4]=1.Cl.[CH2:32]([O:34][C:35](=[O:38])[CH2:36][NH2:37])[CH3:33]>>[CH2:32]([O:34][C:35](=[O:38])[CH2:36][NH:37][C:22](=[O:23])[C:21]1[CH:20]=[CH:19][C:18]([S:15](=[O:16])(=[O:17])[NH:14][C:9]2[CH:10]=[CH:11][CH:12]=[CH:13][C:8]=2[O:7][C:6]2[CH:27]=[CH:28][C:3]([C:2]([F:29])([F:30])[F:1])=[CH:4][CH:5]=2)=[CH:26][CH:25]=1)[CH3:33] |f:1.2|. Run in CO (methanol). The reagents and catalysts are [Pt]=O (platinum oxide). Reaction conditions: time 8 hour. Product: C(=O)C1=CC=C(C=C1)CCC(=O)O (4-Formylbenzenepropanoic acid). Starting materials: C(=O)C1=CC=C(C=CC(=O)O)C=C1 (4-formylcinnamic acid), C(=O)C1=CC=C(C=C1)C(C(=O)O)C (4-formylphenylpropanoic acid). RXN SMILES: [CH:1]([C:3]1[CH:13]=[CH:12][C:6]([CH:7]=[CH:8][C:9]([OH:11])=[O:10])=[CH:5][CH:4]=1)=[O:2].C(C1C=CC(C(C)C(O)=O)=CC=1)=O>CO.[Pt]=O>[CH:1]([C:3]1[CH:13]=[CH:12][C:6]([CH2:7][CH2:8][C:9]([OH:11])=[O:10])=[CH:5][CH:4]=1)=[O:2]. Procedure details: A mixture of 253 mg (1.44 mmol) of 4-formylcinnamic acid and 32.61 mg of platinum oxide in 10 mL of methanol is stirred overnight at room temperature under an atmosphere of hydrogen supplied by a balloon. The mixture is filtered through celite and concentrated in vacuo. The residue is dissolved in 0.1N sodium hydroxide solution and washed with ether. The aqueous layer is then acidified and the product is extracted with ethyl acetate. The organic layer is washed with saturated sodium chloride sol... Product: O=C1C2CN(Cc3ccccc3)CC2C(=O)N1Cc1ccccc1. Reaction SMILES: [CH2:1]([c:2]1[cH:3][cH:4][cH:5][cH:6][cH:7]1)[N:8]1[C:9](=[O:14])[CH:10]=[CH:11][C:12]1=[O:13].[CH3:15][O:16][CH2:17][N:18]([CH2:19][Si:20]([CH3:21])([CH3:22])[CH3:23])[CH2:24][c:25]1[cH:26][cH:27][cH:28][cH:29][cH:30]1.[CH3:38][c:39]1[cH:40][cH:41][cH:42][cH:43][cH:44]1.[OH:31][C:32]([C:33]([F:34])([F:35])[F:36])=[O:37]>>[CH2:1]([c:2]1[cH:3][cH:4][cH:5][cH:6][cH:7]1)[N:8]1[C:9](=[O:14])[CH:10]2[CH:11]([C:12]1=[O:13])[CH2:19][N:18]([CH2:24][c:25]1[cH:26][cH:27][cH:28][cH:29][cH:30]1)[CH2:17]2. The reactants are O=C1C=CC(=O)N1Cc1ccccc1, COCN(Cc1ccccc1)C[Si](C)(C)C, Cc1ccccc1, O=C(O)C(F)(F)F.